This data is from the Open Reaction Database (ORD), a public repository of structured organic reaction records. The task is: describe an organic reaction: reactants, conditions, products, and yield Reactants: [N-]=[N+]=[N-].[Na+] (NaN3), N(=[N+]=[N-])CC=1N=C(NC1)C1=C(C=C(C=C1)N1C(C=CC=C1)=O)F (4-azidomethyl-(2-fluoro-4-(2-oxopyridin-1(2H)-yl)phenyl)imidazole), C1=CC=C(C=C1)P(C2=CC=CC=C2)C3=CC=CC=C3 (Ph3P), N(=[N+]=[N-])CC=1N=C(NC1)C1=C(C=C(C=C1)N1C(C=CC=C1)=O)F (4-azidomethyl-(2-fluoro-4-(2-oxopyridin-1(2H)-yl)phenyl)imidazole). Yields the product NCC=1N=C(NC1)C1=C(C=C(C=C1)N1C(C=CC=C1)=O)F (4-aminomethyl-(2-fluoro-4-(2-oxopyridin-1(2H)-yl)phenyl)imidazole). Reaction SMILES: [N-]=[N+]=[N-].[Na+].C1C=CC(P(C2C=CC=CC=2)C2C=CC=CC=2)=CC=1.[N:24]([CH2:27][C:28]1[N:29]=[C:30]([C:33]2[CH:38]=[CH:37][C:36]([N:39]3[CH:44]=[CH:43][CH:42]=[CH:41][C:40]3=[O:45])=[CH:35][C:34]=2[F:46])[NH:31][CH:32]=1)=[N+]=[N-]>>[NH2:24][CH2:27][C:28]1[N:29]=[C:30]([C:33]2[CH:38]=[CH:37][C:36]([N:39]3[CH:44]=[CH:43][CH:42]=[CH:41][C:40]3=[O:45])=[CH:35][C:34]=2[F:46])[NH:31][CH:32]=1 |f:0.1|. Reported procedure: Alternatively as shown in Scheme 4, 1-iodo-2-fluoro-4-(2-oxopyridin-1(2H)-yl)benzene 3-2 prepared as above, is treated with 4-hydroxymethylimidazole II-1 in the presence of 8-hydroxyquinoline, and K2CO3 in DMSO. The resulting mixture is degassed before being charged with CuI to give 4-hydroxymethyl-(2-fluoro-4-(2-oxopyridin-1(2H)-yl)phenyl)imidazole 4-1. The compound 4-1 is treated with thionyl chloride to give 4-chloromethyl-(2-fluoro-4-(2-oxopyridin-1(2H)-yl)phenyl)imidazole which is then trea...